Dataset: the Open Reaction Database (ORD), a public repository of structured organic reaction records. Task: describe an organic reaction: reactants, conditions, products, and yield Reactants: ClCC(=O)C1=CC(=C(C(=C1)S(N)(=O)=O)Cl)Cl (2,3',4'-trichloro-5'-sulfamoyl-acetophenone), C(C)NC(=S)NCC (1,3-diethyl-thiourea). The solvent is CO (methanol). Product: Cl.C(C)N1C(SCC1(O)C1=CC(=C(C(=C1)S(N)(=O)=O)Cl)Cl)=NCC (3-Ethyl-2-ethylimino-4-(3,4-dichloro-5-sulfamoylphenyl)-1,3-thiazolidine-4-ol-hydrochloride). Reaction SMILES: [Cl:1][CH2:2][C:3]([C:5]1[CH:10]=[C:9]([S:11](=[O:14])(=[O:13])[NH2:12])[C:8]([Cl:15])=[C:7]([Cl:16])[CH:6]=1)=[O:4].[CH2:17]([NH:19][C:20]([NH:22][CH2:23][CH3:24])=[S:21])[CH3:18]>CO>[ClH:1].[CH2:23]([N:22]1[C:3]([C:5]2[CH:10]=[C:9]([S:11](=[O:14])(=[O:13])[NH2:12])[C:8]([Cl:15])=[C:7]([Cl:16])[CH:6]=2)([OH:4])[CH2:2][S:21][C:20]1=[N:19][CH2:17][CH3:18])[CH3:24] |f:3.4|. Procedure: 6 g of 2,3',4'-trichloro-5'-sulfamoyl-acetophenone and 2,6 g of 1,3-diethyl-thiourea were heated for 15 minutes to 40° C in 40 ml of methanol, the 3-ethyl-2-ethylimino-4-ol-hydrochloride was precipitated with 200 ml of diisopropyl ether and crystallized from ethyl acetate. The product is OCC1NCCOCCNC(CNC1)CO (5,9-Bis-(hydroxymethyl)-1-oxa-4,7,10-triazacyclododecane). The solvent is CO (methanol). Run at temperature 50 celsius, time 16 hour. Starting materials: C(C1=CC=CC=C1)OCC1NCCOCCNC(CNC1)COCC1=CC=CC=C1 (5,9-Bis(benzyloxymethyl) -1-oxa-4,7,10-triazacyclododecane), C(=O)[O-].[NH4+] (Ammonium formate). Procedure: 5,9-Bis(benzyloxymethyl) -1-oxa-4,7,10-triazacyclododecane (0.24 g, 0.6 mmol) was dissolved in methanol (10 ml) . Ammonium formate (0.20 g, 3 mmol) and 10% Palladium on carbon (0.40 g) were added and the mixture was stirred under a nitrogen atmosphere at 50° C. for 16 hours. The catalyst was filtered off and washed with methanol (5 ml). The filtrate was evaporated and the 5,9-Bis-(hydroxymethyl)-1-oxa-4,7,10-triazacyclododecane was isolated as a colourless oil. Yield 0.12 g (86%). Reagents/catalysts: [Pd] (Palladium on carbon). Reaction SMILES: C([O:8][CH2:9][CH:10]1[CH2:21][NH:20][CH2:19][CH:18]([CH2:22][O:23]CC2C=CC=CC=2)[NH:17][CH2:16][CH2:15][O:14][CH2:13][CH2:12][NH:11]1)C1C=CC=CC=1.C([O-])=O.[NH4+]>CO.[Pd]>[OH:8][CH2:9][CH:10]1[CH2:21][NH:20][CH2:19][CH:18]([CH2:22][OH:23])[NH:17][CH2:16][CH2:15][O:14][CH2:13][CH2:12][NH:11]1 |f:1.2|. Reactants: CO, CCO, Nc1nc(Cl)cc(C(F)(F)F)n1, Cl, N#Cc1c[nH]c2nccc(Cc3ccc(N)cc3F)c12, [Na+], [OH-], O. Product: N#Cc1c[nH]c2nccc(Cc3ccc(Nc4cc(C(F)(F)F)nc(N)n4)cc3F)c12. Reaction SMILES: [CH3:37][OH:38].[CH3:39][CH2:40][OH:41].[Cl:21][c:22]1[n:23][c:24]([NH2:32])[n:25][c:26]([C:28]([F:29])([F:30])[F:31])[cH:27]1.[ClH:33].[NH2:1][c:2]1[cH:3][c:4]([F:20])[c:5]([CH2:6][c:7]2[c:8]3[c:9]([n:10][cH:11][cH:12]2)[nH:13][cH:14][c:15]3[C:16]#[N:17])[cH:18][cH:19]1.[Na+:35].[OH-:34].[OH2:36]>>[NH:1]([c:2]1[cH:3][c:4]([F:20])[c:5]([CH2:6][c:7]2[c:8]3[c:9]([n:10][cH:11][cH:12]2)[nH:13][cH:14][c:15]3[C:16]#[N:17])[cH:18][cH:19]1)[c:22]1[n:23][c:24]([NH2:32])[n:25][c:26]([C:28]([F:29])([F:30])[F:31])[cH:27]1. The reagents and catalysts are C1=CC=C(C=C1)P([C-]2C=CC=C2)C3=CC=CC=C3.C1=CC=C(C=C1)P([C-]2C=CC=C2)C3=CC=CC=C3.Cl[Pd]Cl.[Fe+2] (PdCl2(dppf)). Reaction conditions: temperature 120 celsius, time 17 hour. Run in CN(C(C)=O)C (N,N-dimethylacetamide). Reaction SMILES: [NH2:1][C:2]1[C:3]([C:8]([NH:10][C@H:11]([C:13]2[N:14]([C:25]3[CH:30]=[CH:29][CH:28]=[CH:27][CH:26]=3)[C:15](=[O:24])[C:16]3[C:21]([CH:22]=2)=[CH:20][CH:19]=[CH:18][C:17]=3Cl)[CH3:12])=[O:9])=[N:4][CH:5]=[CH:6][N:7]=1.[CH3:31][N:32]1[CH:36]=[C:35](B(O)O)[CH:34]=[N:33]1.C([O-])([O-])=O.[Na+].[Na+]>CN(C)C(=O)C.C1C=CC(P(C2C=CC=CC=2)[C-]2C=CC=C2)=CC=1.C1C=CC(P(C2C=CC=CC=2)[C-]2C=CC=C2)=CC=1.Cl[Pd]Cl.[Fe+2]>[NH2:1][C:2]1[C:3]([C:8]([NH:10][C@H:11]([C:13]2[N:14]([C:25]3[CH:30]=[CH:29][CH:28]=[CH:27][CH:26]=3)[C:15](=[O:24])[C:16]3[C:21]([CH:22]=2)=[CH:20][CH:19]=[CH:18][C:17]=3[C:35]2[CH:34]=[N:33][N:32]([CH3:31])[CH:36]=2)[CH3:12])=[O:9])=[N:4][CH:5]=[CH:6][N:7]=1 |f:2.3.4,6.7.8.9|. Yields the product NC=1C(=NC=CN1)C(=O)N[C@@H](C)C=1N(C(C2=C(C=CC=C2C1)C=1C=NN(C1)C)=O)C1=CC=CC=C1 ((S)-3-amino-N-(1-(8-(1-methyl-1H-pyrazol-4-yl)-1-oxo-2-phenyl-1,2-dihydroisoquinolin-3-yl)ethyl)pyrazine-2-carboxamide). Procedure details: To a solution of (S)-3-amino-N-(1-(8-chloro-1-oxo-2-phenyl-1,2-dihydroisoquinolin-3-yl)ethyl)pyrazine-2-carboxamide (4) (100 mg, 0.24 mmol) in anhydrous N,N-dimethylacetamide (6 mL), 1-methyl-1H-pyrazol-4-ylboronic acid (78 mg, 0.4762 mmol), PdCl2(dppf) (16 mg, 0.019 mmol) and aqueous Na2CO3 solution (1.0 M, 0.72 mL, 0.72 mmol) were added sequentially. The resulting mixture was purged with argon and then stirred at 120° C. under argon for 17 h. The mixture was allowed to cool to RT and ice-water... The reactants are NC=1C(=NC=CN1)C(=O)N[C@@H](C)C=1N(C(C2=C(C=CC=C2C1)Cl)=O)C1=CC=CC=C1 ((S)-3-amino-N-(1-(8-chloro-1-oxo-2-phenyl-1,2-dihydroisoquinolin-3-yl)ethyl)pyrazine-2-carboxamide), CN1N=CC(=C1)B(O)O (1-methyl-1H-pyrazol-4-ylboronic acid), C(=O)([O-])[O-].[Na+].[Na+] (Na2CO3). The reactants are C(C)S(=O)(=O)C=1C=NC2=CC=CC=C2C1 (3-ethylsulfonylquinoline), phase I. Reagents/catalysts: [Pt]=O (platinum oxide). The solvent is C(C)(=O)O (acetic acid). Yields the product C(C)S(=O)(=O)C1CNC2=CC=CC=C2C1 (3(R,S)-Ethylsulfonyl-1,2,3,4-tetrahydroquinoline). RXN SMILES: [CH2:1]([S:3]([C:6]1[CH:7]=[N:8][C:9]2[C:14]([CH:15]=1)=[CH:13][CH:12]=[CH:11][CH:10]=2)(=[O:5])=[O:4])[CH3:2]>C(O)(=O)C.[Pt]=O>[CH2:1]([S:3]([CH:6]1[CH2:15][C:14]2[C:9](=[CH:10][CH:11]=[CH:12][CH:13]=2)[NH:8][CH2:7]1)(=[O:4])=[O:5])[CH3:2]. Procedure: A solution of 0.3 g of 3-ethylsulfonylquinoline in 15 ml of glacial acetic acid is hydrogenated in the presence of 30 mg of platinum oxide at 50° C. for 22 h. After working up analogously to Example 52c) and FC over 30 g of silica gel (mobile phase I), the pure title compound is obtained: mp 88°-90° C., Rf (K)=0.51; IR(KBr): 3380(s), 1590, 1500(m), 1270(s), 1130(s), 750(s); anal. calc. for C11H15NO2S: C58.64%, H6.71%, N6.22%; found C58.95,6.75, N6.21. Reactants: O=C(O)C(=O)C12CC3CC(CC(C3)C1)C2, [K+], O=[Mn](=O)(=O)[O-], [Na+], [OH-], O. Product: O=C(O)C(=O)C12CC3CC(CC(O)(C3)C1)C2. RXN SMILES: [C:3]12([C:13]([C:14](=[O:15])[OH:16])=[O:17])[CH2:4][CH:5]3[CH2:6][CH:7]([CH2:8][CH:9]([CH2:10]1)[CH2:11]3)[CH2:12]2.[K+:23].[Mn:18](=[O:19])([O-:20])(=[O:21])=[O:22].[Na+:2].[OH-:1].[OH2:24]>>[C:3]12([C:13]([C:14](=[O:15])[OH:16])=[O:17])[CH2:4][CH:5]3[CH2:6][CH:7]([CH2:8][C:9]([OH:19])([CH2:10]1)[CH2:11]3)[CH2:12]2. Starting materials: ClC(Cl)(OC(OC(Cl)(Cl)Cl)=O)Cl (triphosgene), O1CCCC1 (tetrahydrofuran). Product: ClC(Cl)(OC(OC(Cl)(Cl)Cl)=O)Cl.O1CCCC1 (triphosgene THF). Reaction SMILES: [Cl:1][C:2]([Cl:12])([O:4][C:5](=[O:11])[O:6][C:7]([Cl:10])([Cl:9])[Cl:8])[Cl:3].[O:13]1[CH2:17][CH2:16][CH2:15][CH2:14]1>>[Cl:1][C:2]([Cl:3])([O:4][C:5](=[O:11])[O:6][C:7]([Cl:10])([Cl:8])[Cl:9])[Cl:12].[O:13]1[CH2:17][CH2:16][CH2:15][CH2:14]1 |f:2.3|. Reported procedure: 44.5 g (150 mmol) of triphosgene (98% pure according to HPLC) were dissolved in 120 ml of absolute tetrahydrofuran (THF) in a 250 ml dropping funnel having a pressure balance. In so doing, no heating or gas evolution was observed. About 150 ml of triphosgene/THF solution were obtained. The reactants are N1(CCCC1)CC(C)N1C2=CC=CC=C2SC=2C=CC(=CC12)C(N)=S (10-[(2RS)-1-(1-pyrrolidinyl)-2propyl]-2-phenothiazinecarbothioamide), C(CC)N (propylamine), S (hydrogen sulphide). Solvent: C(C)O (ethanol). Conditions: temperature 5 celsius, time 16 hour. Product: C(CC)NC(=S)C1=CC=2N(C3=CC=CC=C3SC2C=C1)C(CN1CCCC1)C (N-propyl-10-[(2RS)-1-(1-pyrrolidinyl)-2-propyl]-2-phenothiazinecarbothioamide). As a reaction SMILES: [N:1]1([CH2:6][CH:7]([N:9]2[C:22]3[CH:21]=[C:20]([C:23](=[S:25])[NH2:24])[CH:19]=[CH:18][C:17]=3[S:16][C:15]3[C:10]2=[CH:11][CH:12]=[CH:13][CH:14]=3)[CH3:8])[CH2:5][CH2:4][CH2:3][CH2:2]1.[CH2:26](N)[CH2:27][CH3:28].S>C(O)C>[CH2:26]([NH:24][C:23]([C:20]1[CH:19]=[CH:18][C:17]2[S:16][C:15]3[C:10](=[CH:11][CH:12]=[CH:13][CH:14]=3)[N:9]([CH:7]([CH3:8])[CH2:6][N:1]3[CH2:5][CH2:4][CH2:3][CH2:2]3)[C:22]=2[CH:21]=1)=[S:25])[CH2:27][CH3:28]. Procedure details: A solution of 10-[(2RS)-1-(1-pyrrolidinyl)-2propyl]-2-phenothiazinecarbothioamide (0.9 g) and propylamine (3 cc) in absolute ethanol (18 cc) is saturated with hydrogen sulphide, and the mixture is brought to a temperature in the region of 100° C. for 16 hours. After cooling, the mixture is concentrated to dryness under reduced pressure (30 mm Hg; 4 kPa) at 40° C. to obtain a yellow oil. This oil is purified by chromatography on a column (height: 25 cm; diameter 2.5 cm) of silica gel (0.04-0.063 ... Starting materials: FC1=CC(=CC(=C1)C1=CC=CC=C1)F (1,3-difluoro-5-phenylbenzene), C(C)(=O)OCC (Ethyl acetate), [H-].[Na+] (NaH), C[Si](CCS)(C)C (2-(trimethylsilyl)ethanethiol). Run in CN(C)C=O (DMF), CN(C)C=O (DMF). Conditions: temperature 110 celsius, time 10 minute. Yields the product C[Si](CCSC1=CC(=CC(=C1)C1=CC=CC=C1)F)(C)C (S-(2-Trimethylsilylethyl)-3-fluoro-5-phenylthiophenol). Reaction SMILES: [H-].[Na+].[CH3:3][Si:4]([CH3:9])([CH3:8])[CH2:5][CH2:6][SH:7].[F:10][C:11]1[CH:16]=[C:15]([C:17]2[CH:22]=[CH:21][CH:20]=[CH:19][CH:18]=2)[CH:14]=[C:13](F)[CH:12]=1.C(OCC)(=O)C>CN(C=O)C>[CH3:3][Si:4]([CH3:9])([CH3:8])[CH2:5][CH2:6][S:7][C:13]1[CH:14]=[C:15]([C:17]2[CH:22]=[CH:21][CH:20]=[CH:19][CH:18]=2)[CH:16]=[C:11]([F:10])[CH:12]=1 |f:0.1|. Procedure details: To a suspension of NaH (360 mg) in DMF (10 mL) at 0° C. was added 2-(trimethylsilyl)ethanethiol (1.8 mL). After 10 min., a solution of 1,3-difluoro-5-phenylbenzene (1.9 g) in DMF (5 mL) was added and the resulting mixture was heated at 110° C. for 2.5 h. Ethyl acetate was added and the solution was washed with 1N HCl, H2O and brine. Concentration and chromatography (silica gel; hexane/EtOAc (98:2)) provided the title compound as a liquid.